Dataset: the Open Reaction Database (ORD), a public repository of structured organic reaction records. Task: describe an organic reaction: reactants, conditions, products, and yield Reactants: C(C)(=O)OC1CCC=2C=C(C=NC21)Cl (3-chloro-6,7-dihydro-5H-cyclopentapyridin-7-yl acetate), [OH-].[Na+] (NaOH). Solvent: O (water), CO (MeOH). Run at temperature 22 celsius, time 1.5 hour. Yields the product ClC=1C=NC2=C(C1)CCC2O (3-Chloro-6,7-dihydro-5H-cyclopentapyridin-7-ol). Reaction SMILES: C([O:4][CH:5]1[C:13]2[N:12]=[CH:11][C:10]([Cl:14])=[CH:9][C:8]=2[CH2:7][CH2:6]1)(=O)C.[OH-].[Na+]>CO.O>[Cl:14][C:10]1[CH:11]=[N:12][C:13]2[CH:5]([OH:4])[CH2:6][CH2:7][C:8]=2[CH:9]=1 |f:1.2|. Procedure: To a solution of 3-chloro-6,7-dihydro-5H-cyclopentapyridin-7-yl acetate (1.57 g, 7.42 mmole) in MeOH (36 ml) was added aqueous NaOH solution (1M, 8.9 ml, 8.9 mmole) and the mixture was stirred at 22° C. for 1.5 h. The mixture was diluted with water and extracted with dichloromethane, the organic layer was dried and evaporated to give the title compound as a dark red liquid which crystallized on standing. MS (ESI): m/z=170.1 [M+H]+. The reactants are C1=CC=C(C=C1)NC2=CC(=CC=C2)Br (3-bromodiphenylamine), CCCCCC.C(C)(=O)OCC (hexane ethyl acetate), C(=O)(Cl)Cl (phosgene), red orange oil. The solvent is C1(=CC=CC=C1)C (toluene), C1(=CC=CC=C1)C (toluene). Conditions: temperature 90 celsius. Yields the product BrC=1C=C(C=CC1)N(C(=O)Cl)C1=CC=CC=C1 (N-(3-Bromophenyl)-N-phenylcarbamoylchloride). As a reaction SMILES: [CH:1]1[CH:6]=[CH:5][C:4]([NH:7][C:8]2[CH:13]=[CH:12][CH:11]=[C:10]([Br:14])[CH:9]=2)=[CH:3][CH:2]=1.[C:15](Cl)([Cl:17])=[O:16].CCCCCC.C(OCC)(=O)C>C1(C)C=CC=CC=1>[Br:14][C:10]1[CH:9]=[C:8]([N:7]([C:4]2[CH:3]=[CH:2][CH:1]=[CH:6][CH:5]=2)[C:15]([Cl:17])=[O:16])[CH:13]=[CH:12][CH:11]=1 |f:2.3|. Procedure: A solution of 15.0 g (60.4 mmole) of 3-bromodiphenylamine [i.e., N-(3-bromophenyl)aniline] [S. Kurzepa and J. Cieslak, Roczniki Chem., 34, 111 (1960)] in 30 ml of toluene and 50 ml (116 mmole) of 1.93M phosgene in toluene were combined and heated at 90° C. under nitrogen for 2 hours with stirring. The red orange colored solution was cooled, flushed with nitrogen for 2 hours to remove excess Phosgene and concentrated in vacuo to 18.0 g (58.0 mmole, 96%) of red orange oil which was homogeneous by ... Starting materials: CCCCCCCCCCCCCCOc1ccc(CBr)cc1, [Cl-], [H-], [Na+], [Na+], C1CCOC1, CS(=O)(=O)NCc1ccccn1. Yields the product CCCCCCCCCCCCCCOc1ccc(CN(Cc2ccccn2)S(C)(=O)=O)cc1. As a reaction SMILES: [Br:15][CH2:16][c:17]1[cH:18][cH:19][c:20]([O:23][CH2:24][CH2:25][CH2:26][CH2:27][CH2:28][CH2:29][CH2:30][CH2:31][CH2:32][CH2:33][CH2:34][CH2:35][CH2:36][CH3:37])[cH:21][cH:22]1.[Cl-:39].[H-:1].[Na+:2].[Na+:38].[O:40]1[CH2:41][CH2:42][CH2:43][CH2:44]1.[n:3]1[c:4]([CH2:9][NH:10][S:11](=[O:12])(=[O:13])[CH3:14])[cH:5][cH:6][cH:7][cH:8]1>>[n:3]1[c:4]([CH2:9][N:10]([S:11](=[O:12])(=[O:13])[CH3:14])[CH2:16][c:17]2[cH:18][cH:19][c:20]([O:23][CH2:24][CH2:25][CH2:26][CH2:27][CH2:28][CH2:29][CH2:30][CH2:31][CH2:32][CH2:33][CH2:34][CH2:35][CH2:36][CH3:37])[cH:21][cH:22]2)[cH:5][cH:6][cH:7][cH:8]1. Starting materials: C(C)(C)(C)N1C=C(C(C2=CC(=CC=C12)I)=O)C(=O)OCC (ethyl 1-(tert-butyl)-6-iodo-4-oxo-1,4-dihydro-3-quinolinecarboxylate), ClC1=CC=C(CN)C=C1 (4-chlorobenzylamine). Product: C(C)(C)(C)N1C=C(C(C2=CC(=CC=C12)I)=O)C(=O)NCC1=CC=C(C=C1)Cl (1-(tert-Butyl)-N-(4-chlorobenzyl)-6-iodo-4-oxo-1,4-dihydro-3-quinolinecarboxamide). Isolated yield 88.7%. As a reaction SMILES: [C:1]([N:5]1[C:14]2[C:9](=[CH:10][C:11]([I:15])=[CH:12][CH:13]=2)[C:8](=[O:16])[C:7]([C:17]([O:19]CC)=O)=[CH:6]1)([CH3:4])([CH3:3])[CH3:2].[Cl:22][C:23]1[CH:30]=[CH:29][C:26]([CH2:27][NH2:28])=[CH:25][CH:24]=1>>[C:1]([N:5]1[C:14]2[C:9](=[CH:10][C:11]([I:15])=[CH:12][CH:13]=2)[C:8](=[O:16])[C:7]([C:17]([NH:28][CH2:27][C:26]2[CH:29]=[CH:30][C:23]([Cl:22])=[CH:24][CH:25]=2)=[O:19])=[CH:6]1)([CH3:4])([CH3:3])[CH3:2]. Procedure: A slurry of 1.11 g of ethyl 1-(tert-butyl)-6-iodo-4-oxo-1,4-dihydro-3-quinolinecarboxylate from Preparation No. 9 in 2.0 g of 4-chlorobenzylamine is heated under argon at 160° C. for 18 hours, then cooled to room temperature and triturated with 1N HCl. The solid is filtered, washed well with water, and dried under vacuum. Flash chromatography using 20% ethyl acetate in dichloromethane provides 1.22 g of the title compound as a white solid. The reactants are O1CCN(CC1)C1=C(C=CC=C1)NC#N (N-(2-morpholinophenyl)cyanamide), ethanolic solution, CNC (dimethylamine), ClCCl (dichloromethane), [Cl-].[Na+].O (brine). Run at time 5 minute. Yields the product CN(C(=NC1=C(C=CC=C1)N1CCOCC1)N)C (1,1-dimethyl-2-(2-morpholinophenyl)guanidine). As a reaction SMILES: O1[CH2:6][CH2:5][N:4]([C:7]2[CH:12]=[CH:11][CH:10]=[CH:9][C:8]=2[NH:13][C:14]#[N:15])[CH2:3][CH2:2]1.[CH3:16][NH:17][CH3:18].ClCCl.[Cl-].[Na+].[OH2:24]>>[CH3:16][N:17]([CH3:18])[C:14]([NH2:15])=[N:13][C:8]1[CH:9]=[CH:10][CH:11]=[CH:12][C:7]=1[N:4]1[CH2:5][CH2:6][O:24][CH2:2][CH2:3]1 |f:3.4.5|. Procedure details: A mixture of N-(2-morpholinophenyl)cyanamide (1.5 g) and a 33% ethanolic solution of dimethylamine (12 ml) was heated under reflux for 4 hours. Removal of solvent gave a residue to which was added dichloromethane (100 ml) and brine (50 ml). The mixture was stirred for 5 minutes and the organic layer separated and dried. Removal of the solvent gave 1,1-dimethyl-2-(2-morpholinophenyl)guanidine (m.p. 144°-145° C.) which was recrystallised from hexane. As a reaction SMILES: Cl.[NH:2]1[CH2:5][CH:4]([C:6]2[CH:11]=[CH:10][C:9]([NH:12][C:13]3[C:14](=[O:21])[N:15]([CH3:20])[CH:16]=[C:17]([Br:19])[N:18]=3)=[CH:8][CH:7]=2)[CH2:3]1.[BH-](OC(C)=O)(OC(C)=O)O[C:24](C)=O.[Na+].C=O.C(O)(=O)C>CO>[Br:19][C:17]1[N:18]=[C:13]([NH:12][C:9]2[CH:8]=[CH:7][C:6]([CH:4]3[CH2:5][N:2]([CH3:24])[CH2:3]3)=[CH:11][CH:10]=2)[C:14](=[O:21])[N:15]([CH3:20])[CH:16]=1 |f:0.1,2.3|. The yield is 119.3%. Reactants: Cl.N1CC(C1)C1=CC=C(C=C1)NC=1C(N(C=C(N1)Br)C)=O (3-(4-(Azetidin-3-yl)phenylamino)-5-bromo-1-methylpyrazin-2(1H)-one Hydrochloride), [BH-](OC(=O)C)(OC(=O)C)OC(=O)C.[Na+] (NaBH(OAc)3), C=O (HCHO), C(C)(=O)O (acetic acid). Procedure: A mixture of 298c (100 mg, 0.24 mmol), NaBH(OAc)3 (100 mg, 0.48 mmol), HCHO (10 mL) and acetic acid (1 mL) in methanol (15 mL) was stirred at room temperature for 4 h. The solvent was evaporated in vacuo and the residue was neutralized with NaHCO3 solution until pH 8 was reached. The mixture was extracted with ethyl acetate. The combined extracts were dried over sodium sulfate and concentrated under reduced pressure to give 298d (100 mg), which was used for the next step without further purifica... Yields the product BrC=1N=C(C(N(C1)C)=O)NC1=CC=C(C=C1)C1CN(C1)C (5-Bromo-1-methyl-3-(4-(1-methylazetidin-3-yl)phenylamino)pyrazin-2(1H)-one). The solvent is CO (methanol). Run at time 4 hour. Product: NC1=C(C(=O)OC)C=CC=C1C (methyl 2-amino-3-methylbenzoate). Reaction SMILES: [NH2:1][C:2]1[C:10]([CH3:11])=[CH:9][CH:8]=[CH:7][C:3]=1[C:4]([OH:6])=[O:5].O=[C:13](Cl)OC(Cl)(Cl)Cl>O1CCOCC1.CN(C)C=O.CO.CN(C)C1C=CN=CC=1.C(=O)(O)[O-].[Na+].[Cl-].[NH4+]>[NH2:1][C:2]1[C:10]([CH3:11])=[CH:9][CH:8]=[CH:7][C:3]=1[C:4]([O:6][CH3:13])=[O:5] |f:6.7,8.9|. Reactants: NC1=C(C(=O)O)C=CC=C1C (2-amino-3-methylbenzoic acid), O=C(OC(Cl)(Cl)Cl)Cl (diphosgene). The reagents and catalysts are CN(C1=CC=NC=C1)C (4-Dimethylaminopyridine). Procedure: To a solution of 2-amino-3-methylbenzoic acid (25.0 g, 165 mmol) in p-dioxane (43 mL) under a nitrogen atmosphere was added diphosgene (20 mL, 165 mmol) and the resulting solution was stirred at 60° C. overnight. After cooling to room temperature, the mixture was filtered and the precipitate was rinsed with hexanes and dried in vacuo to afford 28.49 g of an off white solid. Without further characterization, this material was suspended in dry dimethylformamide (320 mL) and methanol (11.7 mL). 4-D... The solvent is C([O-])(O)=O.[Na+] (sodium bicarbonate), [Cl-].[NH4+] (ammonium chloride), CN(C=O)C (dimethylformamide), CO (methanol), O1CCOCC1 (p-dioxane). The yield is 93.2%. Reaction conditions: temperature 60 celsius, time 8 hour. Conditions: temperature 115 celsius, time 2 hour. The reactants are C(O)([O-])=O.[Na+] (sodium hydrogencarbonate), OC1=C(C(N(C2=NC=CC=C12)C1=CC(=CC=C1)OC(F)(F)F)=O)C(CC1=C(C=CC=C1)OC)=O (4-hydroxy-3-(2-methoxyphenylacetyl)-1-(3-trifluoromethoxyphenyl)-1,8-naphthyridin-2(1H)-one), O.NN (hydrazine monohydrate). Reaction SMILES: O[C:2]1[C:11]2[C:6](=[N:7][CH:8]=[CH:9][CH:10]=2)[N:5]([C:12]2[CH:17]=[CH:16][CH:15]=[C:14]([O:18][C:19]([F:22])([F:21])[F:20])[CH:13]=2)[C:4](=[O:23])[C:3]=1[C:24](=O)[CH2:25][C:26]1[CH:31]=[CH:30][CH:29]=[CH:28][C:27]=1[O:32][CH3:33].O.[NH2:36][NH2:37].C(=O)([O-])O.[Na+]>CN(C=O)C>[CH3:33][O:32][C:27]1[CH:28]=[CH:29][CH:30]=[CH:31][C:26]=1[CH2:25][C:24]1[C:3]2[C:4](=[O:23])[N:5]([C:12]3[CH:17]=[CH:16][CH:15]=[C:14]([O:18][C:19]([F:20])([F:22])[F:21])[CH:13]=3)[C:6]3[N:7]=[CH:8][CH:9]=[CH:10][C:11]=3[C:2]=2[NH:37][N:36]=1 |f:1.2,3.4|. Procedure details: To a suspension of 4-hydroxy-3-(2-methoxyphenylacetyl)-1-(3-trifluoromethoxyphenyl)-1,8-naphthyridin-2(1H)-one (840 mg, 1.8 mmol) produced in Synthesis Example 27 in DMF (7 mL) was added hydrazine monohydrate (purity of 80%, 285 μL), and the mixture was stirred at 110 to 120° C. for 2 hours. To the reaction solution was added a sodium hydrogencarbonate aqueous solution. The resulting precipitate was separated by filtration, washed with water, and dried to give 3-(2-methoxybenzyl)-5-(3-trifluorom... Product: COC1=C(CC2=NNC3=C2C(N(C=2N=CC=CC32)C3=CC(=CC=C3)OC(F)(F)F)=O)C=CC=C1 (3-(2-methoxybenzyl)-5-(3-trifluoromethoxyphenyl)-1H-pyrazolo[4,3-c][1,8]-naphthyridin-4(5H)-one), crystal. Run in CN(C)C=O (DMF). Isolated yield 92.0%. The product is BrC=1C=CC(=C(C1)O)C(C(C)C)O (5-Bromo-2-(1-hydroxy-2-methylpropyl)phenol). Reported procedure: 40.8 g (1.08 mol) of sodium borohydride are added to 1,100 ml of isopropanol, and 261 g (1.08 mol) of the 5-bromo-2-(1-methylethylcarbonyl)phenol from Example 2, dissolved in 300 ml of isopropanol, are added dropwise. The mixture is subsequently stirred at 80° C. for 2 hours and cooled, the solvent is removed, and the residue obtained is taken up in methyl tert-butyl ether (MTBE) and ice water. The mixture is extracted by shaking, the organic phase is separated off, and the aqueous phase is back... The reactants are [BH4-].[Na+] (sodium borohydride), BrC=1C=CC(=C(C1)O)C(=O)C(C)C (5-Bromo-2-(1-methylethylcarbonyl)phenol). Solvent: C(C)(C)(C)OC (methyl tert-butyl ether), ice water, C(C)(C)O (isopropanol), C(C)(C)O (isopropanol). RXN SMILES: [BH4-].[Na+].[Br:3][C:4]1[CH:5]=[CH:6][C:7]([C:11]([CH:13]([CH3:15])[CH3:14])=[O:12])=[C:8]([OH:10])[CH:9]=1>C(O)(C)C.C(OC)(C)(C)C>[Br:3][C:4]1[CH:5]=[CH:6][C:7]([CH:11]([OH:12])[CH:13]([CH3:14])[CH3:15])=[C:8]([OH:10])[CH:9]=1 |f:0.1|. Conditions: temperature 80 celsius, time 2 hour. The reactants are CCOC(=O)C=Cc1c(C(C)C)nc2c(cnn2CC)c1-c1cncc(C)c1, [OH-], [OH-], [Pd+2]. Reaction SMILES: [CH2:1]([CH3:2])[n:3]1[n:4][cH:5][c:6]2[c:7]1[n:8][c:9]([CH:26]([CH3:27])[CH3:28])[c:10]([CH:19]=[CH:20][C:21](=[O:22])[O:23][CH2:24][CH3:25])[c:11]2-[c:12]1[cH:13][n:14][cH:15][c:16]([CH3:18])[cH:17]1.[OH-:29].[OH-:31].[Pd+2:30]>>[CH2:1]([CH3:2])[n:3]1[n:4][cH:5][c:6]2[c:7]1[n:8][c:9]([CH:26]([CH3:27])[CH3:28])[c:10]([CH2:19][CH2:20][C:21](=[O:22])[O:23][CH2:24][CH3:25])[c:11]2-[c:12]1[cH:13][n:14][cH:15][c:16]([CH3:18])[cH:17]1. Product: CCOC(=O)CCc1c(C(C)C)nc2c(cnn2CC)c1-c1cncc(C)c1.